Dataset: the Open Reaction Database (ORD), a public repository of structured organic reaction records. Task: describe an organic reaction: reactants, conditions, products, and yield Reactants: C1CCOC1, CCOC(Cc1ccc(OCc2nc(-c3ccccc3C)oc2C)cc1C)C(=O)OC, CO, Cl, [Li+], [OH-]. Product: CCOC(Cc1ccc(OCc2nc(-c3ccccc3C)oc2C)cc1C)C(=O)O. As a reaction SMILES: [CH2:35]1[O:36][CH2:37][CH2:38][CH2:39]1.[CH3:1][O:2][C:3]([CH:4]([CH2:5][c:6]1[c:7]([CH3:27])[cH:8][c:9]([O:12][CH2:13][c:14]2[n:15][c:16](-[c:20]3[c:21]([CH3:26])[cH:22][cH:23][cH:24][cH:25]3)[o:17][c:18]2[CH3:19])[cH:10][cH:11]1)[O:28][CH2:29][CH3:30])=[O:31].[CH3:40][OH:41].[ClH:34].[Li+:33].[OH-:32]>>[O:2]=[C:3]([CH:4]([CH2:5][c:6]1[c:7]([CH3:27])[cH:8][c:9]([O:12][CH2:13][c:14]2[n:15][c:16](-[c:20]3[c:21]([CH3:26])[cH:22][cH:23][cH:24][cH:25]3)[o:17][c:18]2[CH3:19])[cH:10][cH:11]1)[O:28][CH2:29][CH3:30])[OH:31]. Reaction SMILES: [C:3](#[N:4])[c:5]1[cH:6][c:7](-[c:15]2[cH:16][n:17][c:18](-[c:20]3[c:21]([CH3:33])[cH:22][c:23]([CH2:26][CH2:27][C:28](=[O:29])[O:30][CH2:31][CH3:32])[cH:24][cH:25]3)[s:19]2)[cH:8][cH:9][c:10]1[O:11][CH:12]([CH3:13])[CH3:14].[CH2:36]1[O:37][CH2:38][CH2:39][CH2:40]1.[ClH:34].[Li+:2].[OH-:1].[OH2:35]>>[C:3](#[N:4])[c:5]1[cH:6][c:7](-[c:15]2[cH:16][n:17][c:18](-[c:20]3[c:21]([CH3:33])[cH:22][c:23]([CH2:26][CH2:27][C:28](=[O:29])[OH:30])[cH:24][cH:25]3)[s:19]2)[cH:8][cH:9][c:10]1[O:11][CH:12]([CH3:13])[CH3:14]. Starting materials: CCOC(=O)CCc1ccc(-c2ncc(-c3ccc(OC(C)C)c(C#N)c3)s2)c(C)c1, C1CCOC1, Cl, [Li+], [OH-], O. The product is Cc1cc(CCC(=O)O)ccc1-c1ncc(-c2ccc(OC(C)C)c(C#N)c2)s1. The reactants are [N+](=O)([O-])C1=CC=CC=2C(C3=CC=CC=C3C(C12)=O)=O (1-nitroanthraquinone), aqueous solution, [SH-].[Na+] (sodium hydrosulfide), [N+](=O)([O-])C1=CC=CC=2C(C3=CC=CC=C3C(C12)=O)=O.O (1-nitroanthraquinone water), [SH-].[Na+] (sodium hydrosulfide). Solvent: O (water). The product is NC1=CC=CC=2C(C3=CC=CC=C3C(C12)=O)=O (1-aminoanthraquinone). Yield: 98.5%. RXN SMILES: [N+:1]([C:4]1[C:17]2[C:16](=[O:18])[C:15]3[C:10](=[CH:11][CH:12]=[CH:13][CH:14]=3)[C:9](=[O:19])[C:8]=2[CH:7]=[CH:6][CH:5]=1)([O-])=O.[SH-].[Na+].[N+](C1C2C(=O)C3C(=CC=CC=3)C(=O)C=2C=CC=1)([O-])=O.O>O>[NH2:1][C:4]1[C:17]2[C:16](=[O:18])[C:15]3[C:10](=[CH:11][CH:12]=[CH:13][CH:14]=3)[C:9](=[O:19])[C:8]=2[CH:7]=[CH:6][CH:5]=1 |f:1.2,3.4|. Procedure details: A 1-nitroanthraquinone (98.0% purity) and water mixture with slurry concentration of 17.2% and a 12.0% aqueous solution of sodium hydrosulfide were added dropwise into a 2,000-volume-part glass-made vessel under agitation while maintaining the internal temperature of the vessel at 94°-96° C. The feeding rates of the 1-nitroanthraquinone-water mixture and the 12.0% sodium hydrosulfide solution were maintained constant at 1,055 part/hr and 945 part/hr, respectively. One hour after start of pouring... The reactants are BrC=1N=C2C(=NC1)N(C=C2C(C(C)(C)C)=O)COCC[Si](C)(C)C (1-[2-bromo-5-(2-trimethylsilanyl-ethoxymethyl)-5H-pyrrolo[2,3-b]pyrazin-7-yl]-2,2-dimethyl-propan-1-one), COCOC=1C=C(C=C(C1)B1OC(C(O1)(C)C)(C)C)N1CCCC1 (1-[3-methoxymethoxy-5-(4,4,5,5-tetramethyl-[1,3,2]dioxaborolan-2-yl)-phenyl]-pyrrolidine), C(=O)([O-])[O-].[K+].[K+] (K2CO3), O1CCOCC1 (Dioxane). Solvent: O (water). Reaction conditions: temperature 150 celsius. Yields the product COCOC=1C=C(C=C(C1)N1CCCC1)C=1N=C2C(=NC1)N(C=C2C(C(C)(C)C)=O)COCC[Si](C)(C)C (1-[2-(3-Methoxymethoxy-5-pyrrolidin-1-yl-phenyl)-5-(2-trimethylsilanyl-ethoxymethyl)-5H-pyrrolo[2,3-b]pyrazin-7-yl]-2,2-dimethyl-propan-1-one). RXN SMILES: Br[C:2]1[N:3]=[C:4]2[C:10]([C:11](=[O:16])[C:12]([CH3:15])([CH3:14])[CH3:13])=[CH:9][N:8]([CH2:17][O:18][CH2:19][CH2:20][Si:21]([CH3:24])([CH3:23])[CH3:22])[C:5]2=[N:6][CH:7]=1.[CH3:25][O:26][CH2:27][O:28][C:29]1[CH:30]=[C:31]([N:44]2[CH2:48][CH2:47][CH2:46][CH2:45]2)[CH:32]=[C:33](B2OC(C)(C)C(C)(C)O2)[CH:34]=1.C([O-])([O-])=O.[K+].[K+].O1CCOCC1>O>[CH3:25][O:26][CH2:27][O:28][C:29]1[CH:34]=[C:33]([C:2]2[N:3]=[C:4]3[C:10]([C:11](=[O:16])[C:12]([CH3:15])([CH3:14])[CH3:13])=[CH:9][N:8]([CH2:17][O:18][CH2:19][CH2:20][Si:21]([CH3:24])([CH3:23])[CH3:22])[C:5]3=[N:6][CH:7]=2)[CH:32]=[C:31]([N:44]2[CH2:48][CH2:47][CH2:46][CH2:45]2)[CH:30]=1 |f:2.3.4|. Procedure details: A microwave flask was charged with 1-[2-bromo-5-(2-trimethylsilanyl-ethoxymethyl)-5H-pyrrolo[2,3-b]pyrazin-7-yl]-2,2-dimethyl-propan-1-one (705 mg, 1.71 mmol, following the general procedures described in these Examples), 1-[3-methoxymethoxy-5-(4,4,5,5-tetramethyl-[1,3,2]dioxaborolan-2-yl)-phenyl]-pyrrolidine (570 mg, 1.71 mmol), and K2CO3 (591 mg, 4.28 mmol). Dioxane (13 ml) and water (3.2 ml) were added, and the solution was vacuum degassed under argon. [1,1′-Bis(diphenylphosphino)ferrocene]pa... Starting materials: N12CCN(CC1)CC2 (1,4-diazabicyclo[2.2.2]octane), IC(CC)(CC)I (Diiodopentane), C1CCOC1 (THF). Yields the product [I-].N12C(CN(CC1)CC2)CCCCCI (5-(1,4-diazabicyclo[2.2.2]octanyl)-1-iodo pentane, Iodide Salt). RXN SMILES: [N:1]12CC[N:4]([CH2:5][CH2:6]1)[CH2:3][CH2:2]2.[I:9][C:10]([I:15])([CH2:13][CH3:14])CC.[CH2:16]1[CH2:20]O[CH2:18][CH2:17]1>>[I-:9].[N:1]12[CH2:6][CH2:5][N:4]([CH2:3][CH2:2]1)[CH2:18][CH:17]2[CH2:16][CH2:20][CH2:14][CH2:13][CH2:10][I:15] |f:3.4|. Reported procedure: 1,4-diazabicyclo[2.2.2]octane is suspended in THF. Diiodopentane is added dropwise and the mixture is refluxed overnight. The reaction mixture is filtered. Reactants: N(=C=O)CC(=O)Cl (2-isocyanatoacetyl chloride), CNC1=C(C(=O)C2=CC=CC=C2)C=C(C=C1)[N+](=O)[O-] (2-methylamino-5-nitrobenzophenone). The solvent is O (water). Reaction conditions: temperature 95 celsius. Yields the product CN1C(CN=C(C2=C1C=CC(=C2)[N+](=O)[O-])C2=CC=CC=C2)=O (1-methyl-5-phenyl-7-nitro-1,3-dihydro-2H-1,4-benzodiazepin-2-one). RXN SMILES: [N:1]([CH2:4][C:5](Cl)=[O:6])=C=O.[CH3:8][NH:9][C:10]1[CH:23]=[CH:22][C:21]([N+:24]([O-:26])=[O:25])=[CH:20][C:11]=1[C:12]([C:14]1[CH:19]=[CH:18][CH:17]=[CH:16][CH:15]=1)=O>O>[CH3:8][N:9]1[C:10]2[CH:23]=[CH:22][C:21]([N+:24]([O-:26])=[O:25])=[CH:20][C:11]=2[C:12]([C:14]2[CH:19]=[CH:18][CH:17]=[CH:16][CH:15]=2)=[N:1][CH2:4][C:5]1=[O:6]. Reported procedure: 2-Milliliters of 2-isocyanatoacetyl chloride was cooled, and 0.20 g. of powdered 2-methylamino-5-nitrobenzophenone was added thereto with stirring. After stirring the resulting mixture at room temperature for one hour, excess 2-isocyanatoacetyl chloride was removed by reduced pressure distillation. To the residue was added 4 ml. of pyridine, whereby a reaction took place with generation of heat. The reaction liquid was heated at 95° C, for 1.5 hours, diluted with water and then extracted with ch... Reactants: C1CNCCN1, NCc1ccc2c(c1)OCO2, S=C(Cl)Cl, ClCCl, Nc1ccc(S(=O)(=O)Nc2ncccn2)cc1, C1COCCO1, c1ccc2ncncc2c1, c1ccncc1. Product: [Cl-], O=S(=O)(Nc1ncccn1)c1ccc(NC=S)cc1, c1ccc2ncncc2c1. RXN SMILES: [CH2:11]1[NH:12][CH2:13][CH2:14][NH:15][CH2:16]1.[CH2:17]([NH2:18])[c:19]1[cH:20][cH:21][c:22]2[c:26]([cH:27]1)[O:25][CH2:24][O:23]2.[Cl:45][C:46]([Cl:47])=[S:48].[Cl:61][CH2:62][Cl:63].[NH2:28][c:29]1[cH:30][cH:31][c:32]([S:35](=[O:36])(=[O:37])[NH:38][c:39]2[n:40][cH:41][cH:42][cH:43][n:44]2)[cH:33][cH:34]1.[O:55]1[CH2:56][CH2:57][O:58][CH2:59][CH2:60]1.[cH:1]1[cH:2][cH:3][c:4]2[n:5][cH:6][n:7][cH:8][c:9]2[cH:10]1.[cH:49]1[cH:50][cH:51][n:52][cH:53][cH:54]1>>[Cl-:45].[NH:28]([c:29]1[cH:30][cH:31][c:32]([S:35](=[O:36])(=[O:37])[NH:38][c:39]2[n:40][cH:41][cH:42][cH:43][n:44]2)[cH:33][cH:34]1)[CH:46]=[S:48].[cH:1]1[cH:2][cH:3][c:4]2[n:5][cH:6][n:7][cH:8][c:9]2[cH:10]1.